describe an organic reaction: reactants, conditions, products, and yield From a dataset of the Open Reaction Database (ORD), a public repository of structured organic reaction records. The reactants are [O-]Br, Br, CC(C)O, Cl, [Na+], [Na+], [OH-], O, O=C(O)c1cccnc1O. Yields the product O=C(O)c1cc(Br)cnc1O. RXN SMILES: [Br:13][O-:14].[Br:16].[CH:19]([OH:20])([CH3:21])[CH3:22].[ClH:17].[Na+:12].[Na+:15].[OH-:11].[OH2:18].[OH:1][c:2]1[c:3]([C:4](=[O:5])[OH:6])[cH:7][cH:8][cH:9][n:10]1>>[OH:1][c:2]1[c:3]([C:4](=[O:5])[OH:6])[cH:7][c:8]([Br:13])[cH:9][n:10]1. The reactants are BrCCBr, O=C([O-])[O-], [K+], [K+], CN(C)C=O, O, COc1ccc(C=O)cc1O. Yields the product COc1ccc(C=O)cc1OCCBr. Reaction SMILES: [Br:1][CH2:2][CH2:3][Br:4].[C:16](=[O:17])([O-:18])[O-:19].[K+:20].[K+:21].[O:23]=[CH:24][N:25]([CH3:26])[CH3:27].[OH2:22].[OH:5][c:6]1[cH:7][c:8]([CH:9]=[O:10])[cH:11][cH:12][c:13]1[O:14][CH3:15]>>[Br:1][CH2:2][CH2:3][O:5][c:6]1[cH:7][c:8]([CH:9]=[O:10])[cH:11][cH:12][c:13]1[O:14][CH3:15]. The reactants are O=C([O-])[O-], CN1CCCC1=O, Clc1ccc2nccn2n1, [K+], [K+], Nc1cccc(O)c1, [Na+], [OH-]. Yields the product Nc1cccc(Oc2ccc3nccn3n2)c1. Reaction SMILES: [C:19](=[O:20])([O-:21])[O-:22].[CH3:25][N:26]1[CH2:27][CH2:28][CH2:29][C:30]1=[O:31].[Cl:1][c:2]1[cH:3][cH:4][c:5]2[n:6]([n:7]1)[cH:8][cH:9][n:10]2.[K+:23].[K+:24].[NH2:11][c:12]1[cH:13][cH:14][cH:15][c:16]([OH:17])[cH:18]1.[Na+:33].[OH-:32]>>[c:2]1([O:17][c:16]2[cH:15][cH:14][cH:13][c:12]([NH2:11])[cH:18]2)[cH:3][cH:4][c:5]2[n:6]([n:7]1)[cH:8][cH:9][n:10]2. Starting materials: ClC=1C=CC2=C(C(=NCC=3N2C(=NN3)CCl)C3=C(C=CC=C3)Cl)C1 (8-chloro-1-(chloromethyl)-6-(o-chlorophenyl)-4H-s-triazolo[4,3-a]-[1,4]benzodiazepine), [I-].[K+] (potassium iodide), N1CCOCC1 (morpholine). Run in O1CCCC1 (tetrahydrofuran). Yields the product ClC=1C=CC2=C(C(=NCC=3N2C(=NN3)CN3CCOCC3)C3=C(C=CC=C3)Cl)C1 (8-chloro-1-(morpholinomethyl)-6-(o-chlorophenyl)-4H-s-triazolo[4,3-a][1,4]benzodiazepine). Reaction SMILES: [Cl:1][C:2]1[CH:3]=[CH:4][C:5]2[N:11]3[C:12]([CH2:15]Cl)=[N:13][N:14]=[C:10]3[CH2:9][N:8]=[C:7]([C:17]3[CH:22]=[CH:21][CH:20]=[CH:19][C:18]=3[Cl:23])[C:6]=2[CH:24]=1.[I-].[K+].[NH:27]1[CH2:32][CH2:31][O:30][CH2:29][CH2:28]1>O1CCCC1>[Cl:1][C:2]1[CH:3]=[CH:4][C:5]2[N:11]3[C:12]([CH2:15][N:27]4[CH2:32][CH2:31][O:30][CH2:29][CH2:28]4)=[N:13][N:14]=[C:10]3[CH2:9][N:8]=[C:7]([C:17]3[CH:22]=[CH:21][CH:20]=[CH:19][C:18]=3[Cl:23])[C:6]=2[CH:24]=1 |f:1.2|. Procedure: In the manner given in Preparation 48, 8-chloro-1-(chloromethyl)-6-(o-chlorophenyl)-4H-s-triazolo[4,3-a]-[1,4]benzodiazepine, potassium iodide, and morpholine in tetrahydrofuran are reacted to give 8-chloro-1-(morpholinomethyl)-6-(o-chlorophenyl)-4H-s-triazolo[4,3-a][1,4]benzodiazepine.